Dataset: the Open Reaction Database (ORD), a public repository of structured organic reaction records. Task: describe an organic reaction: reactants, conditions, products, and yield The yield is 81.0%. Reported procedure: 1-(3′-hydroxypropyl)uracil (0.193 g, 1.134 mmol) was dissolved in dry pyridine (4 mL) and cooled in an ice-salt bath. A solution of triphenylsilyl chloride (0.432 g, 1.46 mmol) in dry pyridine (3 mL) was added drop-wise. The reaction mixture was kept at 0° C. under nitrogen for 4 h30. As TLC monitoring evidenced the presence of unreacted starting material, more triphenyl slyl chloride (0.204 g, 0.69 mmol) in dry pyridine (1 mL) was added. After a further 15 min at 0° C., the reaction had reached... Starting materials: C1(=CC=CC=C1)[Si](C1=CC=CC=C1)(C1=CC=CC=C1)Cl (triphenylsilyl chloride), OCCCN1C(=O)NC(=O)C=C1 (1-(3′-hydroxypropyl)uracil). Conditions: time 15 minute. Yields the product C1(=CC=CC=C1)[Si](OCCCN1C(=O)NC(=O)C=C1)(C1=CC=CC=C1)C1=CC=CC=C1 (1-(3′-Triphenylsilyloxypropyl)uracil), solid. The solvent is N1=CC=CC=C1 (pyridine), N1=CC=CC=C1 (pyridine), N1=CC=CC=C1 (pyridine). Reaction SMILES: [OH:1][CH2:2][CH2:3][CH2:4][N:5]1[CH:12]=[CH:11][C:9](=[O:10])[NH:8][C:6]1=[O:7].[C:13]1([Si:19](Cl)([C:26]2[CH:31]=[CH:30][CH:29]=[CH:28][CH:27]=2)[C:20]2[CH:25]=[CH:24][CH:23]=[CH:22][CH:21]=2)[CH:18]=[CH:17][CH:16]=[CH:15][CH:14]=1>N1C=CC=CC=1>[C:26]1([Si:19]([C:13]2[CH:14]=[CH:15][CH:16]=[CH:17][CH:18]=2)([C:20]2[CH:25]=[CH:24][CH:23]=[CH:22][CH:21]=2)[O:1][CH2:2][CH2:3][CH2:4][N:5]2[CH:12]=[CH:11][C:9](=[O:10])[NH:8][C:6]2=[O:7])[CH:27]=[CH:28][CH:29]=[CH:30][CH:31]=1. Starting materials: CCc1ccccc1C(C)c1ccco1, C=C(c1ccco1)c1cccc(Cl)c1Cl. Yields the product CC(c1ccco1)c1cccc(Cl)c1Cl. Reaction SMILES: [CH2:1]([c:2]1[cH:3][cH:4][cH:5][cH:6][c:7]1[CH:8]([c:9]1[o:10][cH:11][cH:12][cH:13]1)[CH3:14])[CH3:15].[Cl:16][c:17]1[c:18]([C:24](=[CH2:25])[c:26]2[o:27][cH:28][cH:29][cH:30]2)[cH:19][cH:20][cH:21][c:22]1[Cl:23]>>[Cl:16][c:17]1[c:18]([CH:24]([CH3:25])[c:26]2[o:27][cH:28][cH:29][cH:30]2)[cH:19][cH:20][cH:21][c:22]1[Cl:23]. The reactants are NC1=CC=C(C=C1)N1C(C2=CC(=C(C=C2C=C1)NC1CC1)F)=O (2-(4-Amino-phenyl)-6-cyclopropylamino-7-fluoro-2H-isoquinolin-1-one), C(C)OC(NS(=O)(=O)C=1SC(=CC1)Cl)=O ((5-Chloro-thiophene-2-sulfonyl)-carbamic acid ethyl ester). Run in C1(=CC=CC=C1)C (toluene). Reaction conditions: temperature 110 celsius. Product: ClC1=CC=C(S1)S(=O)(=O)NC(=O)NC1=CC=C(C=C1)N1C(C2=CC(=C(C=C2C=C1)NC1CC1)F)=O (5-chloro-N-[({4-[6-(cyclopropylamino)-7-fluoro-1-oxoisoquinolin-2(1H)-yl]phenyl}amino)carbonyl]thiophene-2-sulfonamide). Yield: 43.7%. Reaction SMILES: [NH2:1][C:2]1[CH:7]=[CH:6][C:5]([N:8]2[CH:17]=[CH:16][C:15]3[C:10](=[CH:11][C:12]([F:22])=[C:13]([NH:18][CH:19]4[CH2:21][CH2:20]4)[CH:14]=3)[C:9]2=[O:23])=[CH:4][CH:3]=1.C([O:26][C:27](=O)[NH:28][S:29]([C:32]1[S:33][C:34]([Cl:37])=[CH:35][CH:36]=1)(=[O:31])=[O:30])C>C1(C)C=CC=CC=1>[Cl:37][C:34]1[S:33][C:32]([S:29]([NH:28][C:27]([NH:1][C:2]2[CH:7]=[CH:6][C:5]([N:8]3[CH:17]=[CH:16][C:15]4[C:10](=[CH:11][C:12]([F:22])=[C:13]([NH:18][CH:19]5[CH2:21][CH2:20]5)[CH:14]=4)[C:9]3=[O:23])=[CH:4][CH:3]=2)=[O:26])(=[O:31])=[O:30])=[CH:36][CH:35]=1. Procedure: A mixture of 2-(4-Amino-phenyl)-6-cyclopropylamino-7-fluoro-2H-isoquinolin-1-one (Example 11) (23 mg, 0.073 mmol) and (5-Chloro-thiophene-2-sulfonyl)-carbamic acid ethyl ester (Example 12) (28 mg, 0.10 mmol, 1.35 eq) in dry toluene (1.5 mL) was heated at 110° C. for 2 hr. Upon cooling, the reaction was concentrated in vacuo and the crude residue was purified by HPLC (C-18) to give 17 mg (46%) of pure 5-chloro-N-[({4-[6-(cyclopropylamino)-7-fluoro-1-oxoisoquinolin-2(1H)-yl]phenyl}amino)carbonyl]t... The reactants are CC1=CC=C(C=N1)O (6-methyl-3-pyridinol), [N+](=O)([O-])C=1C=C(C=CC1)S(=O)(=O)OC[C@H]1OC1 ((2S)-oxiranylmethyl 3-nitrobenzenesulfonate), 16m. The product is CC1=NC=C(C=C1)OCC1OC1 (2-Methyl-5-(2-oxiranylmethoxy)pyridine). As a reaction SMILES: [CH3:1][C:2]1[N:7]=[CH:6][C:5]([OH:8])=[CH:4][CH:3]=1.[N+](C1C=C(S(O[CH2:22][C@@H:23]2[CH2:25][O:24]2)(=O)=O)C=CC=1)([O-])=O>>[CH3:1][C:2]1[CH:3]=[CH:4][C:5]([O:8][CH2:22][CH:23]2[CH2:25][O:24]2)=[CH:6][N:7]=1. Procedure: The title compound was prepared from 6-methyl-3-pyridinol and (2S)-oxiranylmethyl 3-nitrobenzenesulfonate in substantially the same manner as described in Example 123. The product was obtained as a brown oil; 1H NMR (400 MHz, DMSO-d6) δ 2.38 (s, 2.38, 1H), 2.68-2.70 (m, 1H), 2.81-2.84 (m, 1H), 3.30-3.34 (m, 1H), 3.83-3.87 (m, 1H), 4.34-4.38 (m, 1H), 7.15-7.17 (m, 1H), 7.28-7.31 (m, 1H), 8.15-8.16m (m, 1H); MS (ES) m/z: 165 (M)+. The reactants are B, C1CCOC1, CCCN(CC(=O)N1CCCCC1)c1cccc2c1OCCn1c-2c(C2CCCCC2)c2ccc(C(=O)OC)cc21, Cl, [Na+], C1CCOC1, [OH-]. The product is CCCN(CCN1CCCCC1)c1cccc2c1OCCn1c-2c(C2CCCCC2)c2ccc(C(=O)OC)cc21. As a reaction SMILES: [BH3:42].[CH2:43]1[O:44][CH2:45][CH2:46][CH2:47]1.[CH:1]1([c:7]2[c:8]3[c:9]([n:10]4[c:16]2-[c:15]2[c:14]([c:20]([N:21]([CH2:22][CH2:23][CH3:24])[CH2:25][C:26]([N:27]5[CH2:28][CH2:29][CH2:30][CH2:31][CH2:32]5)=[O:33])[cH:19][cH:18][cH:17]2)[O:13][CH2:12][CH2:11]4)[cH:34][c:35]([C:38](=[O:39])[O:40][CH3:41])[cH:36][cH:37]3)[CH2:2][CH2:3][CH2:4][CH2:5][CH2:6]1.[ClH:48].[Na+:50].[O:51]1[CH2:52][CH2:53][CH2:54][CH2:55]1.[OH-:49]>>[CH:1]1([c:7]2[c:8]3[c:9]([n:10]4[c:16]2-[c:15]2[c:14]([c:20]([N:21]([CH2:22][CH2:23][CH3:24])[CH2:25][CH2:26][N:27]5[CH2:28][CH2:29][CH2:30][CH2:31][CH2:32]5)[cH:19][cH:18][cH:17]2)[O:13][CH2:12][CH2:11]4)[cH:34][c:35]([C:38](=[O:39])[O:40][CH3:41])[cH:36][cH:37]3)[CH2:2][CH2:3][CH2:4][CH2:5][CH2:6]1. Reactants: product, C1CCC2NC=3C(=CC=CC3C21)C(=O)N[C@H](C(=O)O)C ((2S)-2-[(1,2,3,3a,4,8b-hexahydrocyclopenta[b]indol-5-ylcarbonyl)amino]propanoic acid), product. Run in C(C)(=O)O (acetic acid). Yields the product C[C@H]1C(N2C3C(C4=CC=CC(=C24)C(N1)=O)CCC3)=O ((2S)-2-Methyl-2,3,8,9,10,10a-Hexahydro-7bH-Cyclopenta[b][1,4]Diazepino-[6,7,1-hi]Indole-1,4-Dione). The yield is 63.9%. RXN SMILES: [CH2:1]1[CH:12]2[CH:4]([NH:5][C:6]3[C:7]([C:13]([NH:15][C@@H:16]([CH3:20])[C:17](O)=[O:18])=[O:14])=[CH:8][CH:9]=[CH:10][C:11]=32)[CH2:3][CH2:2]1>C(O)(=O)C>[CH3:20][C@@H:16]1[NH:15][C:13](=[O:14])[C:7]2=[C:6]3[C:11](=[CH:10][CH:9]=[CH:8]2)[CH:12]2[CH2:1][CH2:2][CH2:3][CH:4]2[N:5]3[C:17]1=[O:18]. Procedure details: A solution of (2S)-2-[(1,2,3,3a,4,8b-hexahydrocyclopenta[b]indol-5-ylcarbonyl)amino]propanoic acid (6.1 mmol, 1.6 g) was dissolved in acetic acid (50 mL) and heated to reflux for 18 h. The reaction was allowed to cool to room temperature and was concentrated to dryness. The crude material was purified by flash column chromatography (silica gel; 1:1 ethyl acetate-hexanes) to provide two diastereomers: less polar product (0.88 mmol, 0.23 g, 14%) and more polar product (0.18 mmol, 45 mg, 3%). The m...